Dataset: the Open Reaction Database (ORD), a public repository of structured organic reaction records. Task: describe an organic reaction: reactants, conditions, products, and yield The reactants are C1CCOC1, Cc1cc(CO)c2c(N)c(C(N)=O)sc2n1, CC(C)OC(=O)N=NC(=O)OC(C)C, Oc1ccccc1, c1ccc(P(c2ccccc2)c2ccccc2)cc1. Product: Cc1cc(COc2ccccc2)c2c(N)c(C(N)=O)sc2n1. Reaction SMILES: [CH2:57]1[O:58][CH2:59][CH2:60][CH2:61]1.[NH2:15][c:16]1[c:17]([C:28](=[O:29])[NH2:30])[s:18][c:19]2[n:20][c:21]([CH3:27])[cH:22][c:23]([CH2:25][OH:26])[c:24]12.[O:1]=[C:2]([O:3][CH:4]([CH3:5])[CH3:6])[N:7]=[N:8][C:9]([O:10][CH:11]([CH3:12])[CH3:13])=[O:14].[OH:31][c:32]1[cH:33][cH:34][cH:35][cH:36][cH:37]1.[c:38]1([P:39]([c:40]2[cH:41][cH:42][cH:43][cH:44][cH:45]2)[c:46]2[cH:47][cH:48][cH:49][cH:50][cH:51]2)[cH:52][cH:53][cH:54][cH:55][cH:56]1>>[NH2:15][c:16]1[c:17]([C:28](=[O:29])[NH2:30])[s:18][c:19]2[n:20][c:21]([CH3:27])[cH:22][c:23]([CH2:25][O:26][c:32]3[cH:33][cH:34][cH:35][cH:36][cH:37]3)[c:24]12.